Dataset: the Open Reaction Database (ORD), a public repository of structured organic reaction records. Task: describe an organic reaction: reactants, conditions, products, and yield The reactants are NC1=NC(=C(C(=N1)N)O)CC (2,4-diamino-6-ethyl-5-hydroxypyrimidine), O.[OH-].[Li+] (lithium hydroxide monohydrate), FC1=CC=C2C(=CC(=NC2=C1)C)OCCCBr (3-(7-fluoro-2-methylquinolin-4-yloxy)propyl bromide). Solvent: CN(C)C=O (DMF). Reaction conditions: temperature 25 celsius, time 8 hour. The product is NC1=NC(=C(C(=N1)N)OCCCOC1=CC(=NC2=CC(=CC=C12)F)C)CC (2,4-diamino-6-ethyl-5-(3-(7-fluoro-2-methylquinolin-4-yloxy)propoxy)pyrimidine). The yield is 51.0%. RXN SMILES: [NH2:1][C:2]1[N:7]=[C:6]([NH2:8])[C:5]([OH:9])=[C:4]([CH2:10][CH3:11])[N:3]=1.O.[OH-].[Li+].[F:15][C:16]1[CH:25]=[C:24]2[C:19]([C:20]([O:27][CH2:28][CH2:29][CH2:30]Br)=[CH:21][C:22]([CH3:26])=[N:23]2)=[CH:18][CH:17]=1>CN(C=O)C>[NH2:1][C:2]1[N:7]=[C:6]([NH2:8])[C:5]([O:9][CH2:30][CH2:29][CH2:28][O:27][C:20]2[C:19]3[C:24](=[CH:25][C:16]([F:15])=[CH:17][CH:18]=3)[N:23]=[C:22]([CH3:26])[CH:21]=2)=[C:4]([CH2:10][CH3:11])[N:3]=1 |f:1.2.3|. Reported procedure: A mixture of 2,4-diamino-6-ethyl-5-hydroxypyrimidine (0.5395 g, 3.5 mmol) and lithium hydroxide monohydrate (0.294 g, 7.0 mmol) in DMF (10 mL) was stirred at 25° C. for 1 hour after that 3-(7-fluoro-2-methylquinolin-4-yloxy)propyl bromide (1.043 g, 3.5 mmol) was added to the reaction mixture and the reaction mixture was left to stir at 25° C. overnight. Two thirds of the DMF was evaporated under vacuum and reaction mixture was poured in water, solid was separated by filtration and dried in oven ... The reactants are FC1=C(C(=O)N=C=O)C(=CC=C1)F (2,6-difluorobenzoylisocyanate), ClC1=C(OC2=CC(=C(N)C=C2)C)C=CC(=C1)[N+](=O)[O-] (4-(2'-chloro-4'-nitrophenoxy)-2-methylaniline). The solvent is C1(=CC=CC=C1)C (toluene), C1(=CC=CC=C1)C (toluene). Conditions: temperature 60 celsius, time 1 hour. Yields the product C1(=CC=CC=C1)OC1=CC=CC=C1 (diphenyl ether). Reaction SMILES: FC1C=CC=C(F)C=1C(N=C=O)=O.Cl[C:15]1[CH:29]=[C:28]([N+]([O-])=O)[CH:27]=[CH:26][C:16]=1[O:17][C:18]1[CH:24]=[CH:23][C:21](N)=[C:20](C)[CH:19]=1>C1(C)C=CC=CC=1>[C:18]1([O:17][C:16]2[CH:15]=[CH:29][CH:28]=[CH:27][CH:26]=2)[CH:19]=[CH:20][CH:21]=[CH:23][CH:24]=1. Reported procedure: A solution of 3.7 g (0.02 mole) of 2,6-difluorobenzoylisocyanate in 20 ml of toluene was added dropwise at 50° C to a solution of 5.6 g (0.02 mole) of 4-(2'-chloro-4'-nitrophenoxy)-2-methylaniline in 100 ml of toluene. The batch was stirred for 1 hour at 60° C. The substance which separated out was filtered off after cooling the reaction mixture to 20° C and was washed with toluene and petroleum ether. After drying, 7 g (75% of theory) of 2-chloro-4-nitro-3'-methyl-4'-[N-(N'-2,6-difluorobenzoyl)... The product is O=C1N=C(N2CCN(CCO)CC2)SC1=Cc1ccc2c(cnn2Cc2ccc(C(F)(F)F)cc2C(F)(F)F)c1. RXN SMILES: [F:1][C:2]([c:3]1[c:4]([CH2:5][n:6]2[n:7][cH:8][c:9]3[cH:10][c:11]([CH:15]=[C:16]4[C:17](=[O:23])[N:18]=[C:19]([S:21][CH3:22])[S:20]4)[cH:12][cH:13][c:14]23)[cH:24][cH:25][c:26]([C:28]([F:29])([F:30])[F:31])[cH:27]1)([F:32])[F:33].[N:34]1([CH2:40][CH2:41][OH:42])[CH2:35][CH2:36][NH:37][CH2:38][CH2:39]1>>[F:1][C:2]([c:3]1[c:4]([CH2:5][n:6]2[n:7][cH:8][c:9]3[cH:10][c:11]([CH:15]=[C:16]4[C:17](=[O:23])[N:18]=[C:19]([N:37]5[CH2:36][CH2:35][N:34]([CH2:40][CH2:41][OH:42])[CH2:39][CH2:38]5)[S:20]4)[cH:12][cH:13][c:14]23)[cH:24][cH:25][c:26]([C:28]([F:29])([F:30])[F:31])[cH:27]1)([F:32])[F:33]. Starting materials: CSC1=NC(=O)C(=Cc2ccc3c(cnn3Cc3ccc(C(F)(F)F)cc3C(F)(F)F)c2)S1, OCCN1CCNCC1. Starting materials: COc1ccc(I)c2sc(NC(=O)c3ccc(C)s3)nc12, Ic1ccc2c(c1)NCC2. Product: COc1ccc(-c2ccc3c(c2)NCC3)c2sc(NC(=O)c3ccc(C)s3)nc12. As a reaction SMILES: [I:1][c:2]1[cH:3][cH:4][c:5]([O:20][CH3:21])[c:6]2[n:7][c:8]([NH:11][C:12](=[O:13])[c:14]3[s:15][c:16]([CH3:19])[cH:17][cH:18]3)[s:9][c:10]12.[I:22][c:23]1[cH:24][cH:25][c:26]2[c:30]([cH:31]1)[NH:29][CH2:28][CH2:27]2>>[c:2]1(-[c:23]2[cH:24][cH:25][c:26]3[c:30]([cH:31]2)[NH:29][CH2:28][CH2:27]3)[cH:3][cH:4][c:5]([O:20][CH3:21])[c:6]2[n:7][c:8]([NH:11][C:12](=[O:13])[c:14]3[s:15][c:16]([CH3:19])[cH:17][cH:18]3)[s:9][c:10]12. Reactants: CC1=CC=C(C=C1)C1=C(C=NO1)C(=O)O (5-(4-methylphenyl)isoxazole-4-carboxylic acid), Cl.FC1(CNCCC1)F (3,3-difluoropiperidine hydrochloride). Yields the product FC1(CN(CCC1)C(=O)C=1C=NOC1C1=CC=C(C=C1)C)F (3,3-Difluoro-1-{[5-(4-methylphenyl)isoxazol-4-yl]carbonyl}piperidine), solid. Reaction SMILES: [CH3:1][C:2]1[CH:7]=[CH:6][C:5]([C:8]2[O:12][N:11]=[CH:10][C:9]=2[C:13]([OH:15])=O)=[CH:4][CH:3]=1.Cl.[F:17][C:18]1([F:24])[CH2:23][CH2:22][CH2:21][NH:20][CH2:19]1>>[F:17][C:18]1([F:24])[CH2:23][CH2:22][CH2:21][N:20]([C:13]([C:9]2[CH:10]=[N:11][O:12][C:8]=2[C:5]2[CH:4]=[CH:3][C:2]([CH3:1])=[CH:7][CH:6]=2)=[O:15])[CH2:19]1 |f:1.2|. Reported procedure: The title compound was prepared from 5-(4-methylphenyl)isoxazole-4-carboxylic acid (10.2 mg, 0.050 mmol) and 3,3-difluoropiperidine hydrochloride (9.5 mg, 0.060 mmol) as described in synthetic method B and thereafter purified by preparative HPLC method B to give a solid (4.4 mg). Calcd for C16H16F2N2O2: 306.1180, found 306.1177. The reactants are O=C([O-])O, Cc1ncoc1C=O, [Li]c1ccccc1, [Na+], C1CCOC1. The product is Cc1ncoc1C(O)c1ccccc1. As a reaction SMILES: [C:16](=[O:17])([O-:18])[OH:19].[CH3:1][c:2]1[n:3][cH:4][o:5][c:6]1[CH:7]=[O:8].[Li:9][c:10]1[cH:11][cH:12][cH:13][cH:14][cH:15]1.[Na+:20].[O:21]1[CH2:22][CH2:23][CH2:24][CH2:25]1>>[CH3:1][c:2]1[n:3][cH:4][o:5][c:6]1[CH:7]([OH:8])[c:10]1[cH:11][cH:12][cH:13][cH:14][cH:15]1. Reactants: O.C1(=CC=C(C=C1)S(=O)(=O)O)C (p-toluenesulfonic acid hydrate), Cl.CC1=NC2=C(N1C1CCOCC1)C=CC(=C2)C(=O)O (2-methyl-1-(tetrahydropyran-4-yl)benzimidazole-5-carboxylic acid HCl salt), NC1=C(C=C(C=C1)C)O (2-amino-5-methylphenol), CCN=C=NCCCN(C)C (WSC). Solvent: C1(=CC=CC=C1)C (toluene), CN(C)C=O (DMF), O (water). Product: CC1=CC2=C(N=C(O2)C2=CC3=C(N(C(=N3)C)C3CCOCC3)C=C2)C=C1 (5-(6-methylbenzoxazol-2-yl)-2-methyl-1-(tetrahydropyran-4-yl)benzimidazole). Isolated yield 4.8%. RXN SMILES: Cl.[CH3:2][C:3]1[N:7]([CH:8]2[CH2:13][CH2:12][O:11][CH2:10][CH2:9]2)[C:6]2[CH:14]=[CH:15][C:16]([C:18]([OH:20])=O)=[CH:17][C:5]=2[N:4]=1.[NH2:21][C:22]1[CH:27]=[CH:26][C:25]([CH3:28])=[CH:24][C:23]=1O.CCN=C=NCCCN(C)C.O.C1(C)C=CC(S(O)(=O)=O)=CC=1>C1(C)C=CC=CC=1.O.CN(C=O)C>[CH3:28][C:25]1[CH:26]=[CH:27][C:22]2[N:21]=[C:18]([C:16]3[CH:15]=[CH:14][C:6]4[N:7]([CH:8]5[CH2:9][CH2:10][O:11][CH2:12][CH2:13]5)[C:3]([CH3:2])=[N:4][C:5]=4[CH:17]=3)[O:20][C:23]=2[CH:24]=1 |f:0.1,4.5|. Procedure details: 2-methyl-1-(tetrahydropyran-4-yl)benzimidazole-5-carboxylic acid HCl salt (see Working Example 4-3) (0.25 g, 0.96 mmol), 2-amino-5-methylphenol (0.13 g, 1.05 mmol), anhydrous DMF (10 mL) and WSC (0.22 g, 1.14 mmol) were stirred overnight at room temperature. After the reaction was complete, water (50 mL) was added, the precipitated crystals were filtered off, and the filter residue was extracted with water/chloroform. After the organic layer was dried over anhydrous sodium sulfate, filtration an... Starting materials: FC(C1=CC(=NC=2N1N=CC2C#C)C2=CC=C(C=C2)C(F)(F)F)F (7-Difluoromethyl-3-ethynyl-5-(4-trifluoromethyl-phenyl)-pyrazolo[1,5-a]pyrimidine), OCC(C)(C)NS(=O)(=O)C=1C=NC=C(C1)Br (5-Bromo-pyridine-3-sulfonic acid (2-hydroxy-1,1-dimethyl-ethyl)-amide). Yields the product OCC(C)(C)NS(=O)(=O)C=1C=NC=C(C1)C#CC=1C=NN2C1N=C(C=C2C(F)F)C2=CC=C(C=C2)C(F)(F)F (5-[7-Difluoromethyl-5-(4-trifluoromethyl-phenyl)-pyrazolo[1,5-a]pyrimidin-3-ylethynyl]-pyridine-3-sulfonic acid (2-hydroxy-1,1-dimethyl-ethyl)-amide), solid. Isolated yield 35.0%. RXN SMILES: [F:1][CH:2]([F:24])[C:3]1[N:8]2[N:9]=[CH:10][C:11]([C:12]#[CH:13])=[C:7]2[N:6]=[C:5]([C:14]2[CH:19]=[CH:18][C:17]([C:20]([F:23])([F:22])[F:21])=[CH:16][CH:15]=2)[CH:4]=1.[OH:25][CH2:26][C:27]([NH:30][S:31]([C:34]1[CH:35]=[N:36][CH:37]=[C:38](Br)[CH:39]=1)(=[O:33])=[O:32])([CH3:29])[CH3:28]>>[OH:25][CH2:26][C:27]([NH:30][S:31]([C:34]1[CH:35]=[N:36][CH:37]=[C:38]([C:13]#[C:12][C:11]2[CH:10]=[N:9][N:8]3[C:3]([CH:2]([F:1])[F:24])=[CH:4][C:5]([C:14]4[CH:19]=[CH:18][C:17]([C:20]([F:23])([F:22])[F:21])=[CH:16][CH:15]=4)=[N:6][C:7]=23)[CH:39]=1)(=[O:33])=[O:32])([CH3:29])[CH3:28]. Procedure details: The title compound was prepared from 7-Difluoromethyl-3-ethynyl-5-(4-trifluoromethyl-phenyl)-pyrazolo[1,5-a]pyrimidine (example C.2)(340 mg, 1.0 mmol) and 5-Bromo-pyridine-3-sulfonic acid (2-hydroxy-1,1-dimethyl-ethyl)-amide (example B.2)(281 mg, 1.0 mmol) according to general procedure II. Obtained as a light-brown solid (200 mg, 35%). MS (ISP) 566.2 [(M+H)+]; mp 200-201° C.